From a dataset of the Open Reaction Database (ORD), a public repository of structured organic reaction records. describe an organic reaction: reactants, conditions, products, and yield Starting materials: ClC=1C=C(C=C(C1F)Cl)C(/C=C/C=1C=C2CCNC2=CC1)C(F)(F)F ((E)-5-(3-(3,5-dichloro-4-fluorophenyl)-4,4,4-trifluorobut-1-enyl)indoline), N(=O)[O-].[Na+] (NaNO2). Run in Cl (HCl), O (water), C(Cl)Cl (CH2Cl2). Conditions: time 2 hour. The product is ClC=1C=C(C=C(C1F)Cl)C(C=CC=1C=C2CCN(C2=CC1)N=O)C(F)(F)F (5-(3-(3,5-Dichloro-4-fluorophenyl)-4,4,4-trifluorobut-1-enyl)-1-nitrosoindoline). RXN SMILES: [Cl:1][C:2]1[CH:3]=[C:4]([CH:10]([C:22]([F:25])([F:24])[F:23])/[CH:11]=[CH:12]/[C:13]2[CH:14]=[C:15]3[C:19](=[CH:20][CH:21]=2)[NH:18][CH2:17][CH2:16]3)[CH:5]=[C:6]([Cl:9])[C:7]=1[F:8].[N:26]([O-])=[O:27].[Na+]>Cl.O.C(Cl)Cl>[Cl:1][C:2]1[CH:3]=[C:4]([CH:10]([C:22]([F:24])([F:23])[F:25])[CH:11]=[CH:12][C:13]2[CH:14]=[C:15]3[C:19](=[CH:20][CH:21]=2)[N:18]([N:26]=[O:27])[CH2:17][CH2:16]3)[CH:5]=[C:6]([Cl:9])[C:7]=1[F:8] |f:1.2|. Procedure details: To (E)-5-(3-(3,5-dichloro-4-fluorophenyl)-4,4,4-trifluorobut-1-enyl)indoline (0.2 g, 0.5 mmol) in concentrated HCl (5.0 ml) at 5° C., was added slowly NaNO2 in water and the reaction was allowed to stir at ambient temperature for 2 h. The reaction mixture was diluted with CH2Cl2, and the CH2Cl2 layer washed with water and brine solution. The separated CH2Cl2 layer was dried over anhydrous Na2SO4 and concentrated under reduced pressure to afford the crude product as a pale yellow solid that was u... Yields the product COC(=O)N1CCC(C(=O)O)CC1CC(C)(C)c1ccccc1. As a reaction SMILES: [I+3:23]([O-:24])([O-:25])([O-:26])[O-:27].[Na+:28].[OH:1][CH2:2][CH:3]1[CH2:4][CH:5]([CH2:13][C:14]([CH3:15])([c:16]2[cH:17][cH:18][cH:19][cH:20][cH:21]2)[CH3:22])[N:6]([C:9](=[O:10])[O:11][CH3:12])[CH2:7][CH2:8]1.[Ru:29]([Cl:30])([Cl:31])[Cl:32]>>[O:1]=[C:2]([CH:3]1[CH2:4][CH:5]([CH2:13][C:14]([CH3:15])([c:16]2[cH:17][cH:18][cH:19][cH:20][cH:21]2)[CH3:22])[N:6]([C:9](=[O:10])[O:11][CH3:12])[CH2:7][CH2:8]1)[OH:24]. The reactants are [O-][I+3]([O-])([O-])[O-], [Na+], COC(=O)N1CCC(CO)CC1CC(C)(C)c1ccccc1, Cl[Ru](Cl)Cl. The reactants are CCO, Cl, [K+], [OH-], CCOC(=O)C=Cc1ccc(C=CC(=O)[O-])c2ccccc12. Yields the product O=C(O)C=Cc1ccc(C=CC(=O)O)c2ccccc12. As a reaction SMILES: [CH3:26][CH2:27][OH:28].[ClH:25].[K+:24].[OH-:23].[c:1]1([CH:16]=[CH:17][C:18](=[O:19])[O:20][CH2:21][CH3:22])[cH:2][cH:3][c:4]([CH:11]=[CH:12][C:13](=[O:14])[O-:15])[c:5]2[cH:6][cH:7][cH:8][cH:9][c:10]12>>[c:1]1([CH:16]=[CH:17][C:18](=[O:19])[OH:20])[cH:2][cH:3][c:4]([CH:11]=[CH:12][C:13](=[O:14])[OH:15])[c:5]2[cH:6][cH:7][cH:8][cH:9][c:10]12. Reactants: ClCCCOC1=CC=C(C=C1)C=1N=C2N(C=CC(=C2)C)C1 (2-(4-chloropropoxyphenyl)-7-methylimidazo[1,2-a]pyridine), FC1=CC=C(CN)C=C1 (4-fluorobenzylamine). Product: FC1=CC=C(CNCCCOC2=CC=C(C=C2)C=2N=C3N(C=CC(=C3)C)C2)C=C1 (2-(4-(4-Fluorobenzyl)aminopropoxyphenyl)-7-methylimidazo[1,2-a]pyridine). Reaction SMILES: Cl[CH2:2][CH2:3][CH2:4][O:5][C:6]1[CH:11]=[CH:10][C:9]([C:12]2[N:13]=[C:14]3[CH:19]=[C:18]([CH3:20])[CH:17]=[CH:16][N:15]3[CH:21]=2)=[CH:8][CH:7]=1.[F:22][C:23]1[CH:30]=[CH:29][C:26]([CH2:27][NH2:28])=[CH:25][CH:24]=1>>[F:22][C:23]1[CH:30]=[CH:29][C:26]([CH2:27][NH:28][CH2:2][CH2:3][CH2:4][O:5][C:6]2[CH:11]=[CH:10][C:9]([C:12]3[N:13]=[C:14]4[CH:19]=[C:18]([CH3:20])[CH:17]=[CH:16][N:15]4[CH:21]=3)=[CH:8][CH:7]=2)=[CH:25][CH:24]=1. Procedure: The product of Step C, Example 8 (160 mg) and 4-fluorobenzylamine (1.0 mL) were heated at 100° C. for 40 minutes. The reaction was cooled to ambient temperature and purified via silica gel chromatography (methanol/dichloromethane) to yield the title compound (16 mg) in approximately 80% purity. 1HNMR (CDCl3): δ 7.97 (d, J=7.0 Hz, 1H), 7.85 (m, 2H), 7.69 (s, 1H), 7.36 (br s, 1H), 7.28 (m, 2H), 6.96 (m, 4H), 6.59 (dd, J=7.0 Hz, J=1.5 Hz, 1H), 4.09 (t, J=6.0 Hz, 2H), 3.78 (s, 2H), 2.83 (t, J=7.0 Hz... Reactants: C(#N)C=1C(NC(=CC1C)C)=O (3-cyano-4,6-dimethylpyrid-2-one), F[B-](F)(F)F.C(C)[O+](CC)CC (triethyloxonium tetrafluoroborate). The solvent is ClCCl (dichloromethane). Product: C(#N)C=1C(=NC(=CC1C)C)OCC (3-Cyano-2-ethoxy-4,6-dimethylpyridine). RXN SMILES: [C:1]([C:3]1[C:4](=[O:11])[NH:5][C:6]([CH3:10])=[CH:7][C:8]=1[CH3:9])#[N:2].F[B-](F)(F)F.[CH2:17]([O+](CC)CC)[CH3:18]>ClCCl>[C:1]([C:3]1[C:4]([O:11][CH2:17][CH3:18])=[N:5][C:6]([CH3:10])=[CH:7][C:8]=1[CH3:9])#[N:2] |f:1.2|. Procedure: 3-Cyano-2-ethoxy-4,6-dimethylpyridine was prepared by reacting 3-cyano-4,6-dimethylpyrid-2-one with triethyloxonium tetrafluoroborate in dichloromethane. The solvent is C1CCOC1 (THF). The reactants are ICCC(O)C1=CC=CC=C1 (3-iodo-1-phenyl-1-propanol), C(CCC)N (butylamine). Product: C(CCC)NCCC(O)C1=CC=CC=C1 (3-butylamino-1-phenyl-1-propanol). RXN SMILES: I[CH2:2][CH2:3][CH:4]([C:6]1[CH:11]=[CH:10][CH:9]=[CH:8][CH:7]=1)[OH:5].[CH2:12]([NH2:16])[CH2:13][CH2:14][CH3:15]>C1COCC1>[CH2:12]([NH:16][CH2:2][CH2:3][CH:4]([C:6]1[CH:11]=[CH:10][CH:9]=[CH:8][CH:7]=1)[OH:5])[CH2:13][CH2:14][CH3:15]. Procedure: (Compound 15) (12.5 g) was treated with butylamine (40 ml) in THF (75 ml) at RT for 4 h. The mixture evaporated and the residue extracted with OH- /ether. The ether phase washed with H2O and saturated NaCl-solution, dried (MgSO4) and evaporated giving 6.2 g of 3-butylamino-1-phenyl-1-propanol (compound 16). Identified by 1H NMR. Reactants: Br, Cc1ccccc1, COc1ccncc1[N+](=O)[O-]. Product: O=[N+]([O-])c1cnccc1Br. Reaction SMILES: [BrH:12].[CH3:13][c:14]1[cH:15][cH:16][cH:17][cH:18][cH:19]1.[CH3:1][O:2][c:3]1[c:4]([N+:9](=[O:10])[O-:11])[cH:5][n:6][cH:7][cH:8]1>>[c:3]1([Br:12])[c:4]([N+:9](=[O:10])[O-:11])[cH:5][n:6][cH:7][cH:8]1. The reactants are O=C(Cl)C1CC1, O=C(NC1CCNCC1)c1c[nH]c2c(-c3ccccc3OCC3CC3)ncnc12. The product is O=C(NC1CCN(C(=O)C2CC2)CC1)c1c[nH]c2c(-c3ccccc3OCC3CC3)ncnc12. RXN SMILES: [CH:30]1([C:33](=[O:34])[Cl:35])[CH2:31][CH2:32]1.[NH:1]1[CH2:2][CH2:3][CH:4]([NH:7][C:8](=[O:9])[c:10]2[cH:11][nH:12][c:13]3[c:14]2[n:15][cH:16][n:17][c:18]3-[c:19]2[c:20]([O:25][CH2:26][CH:27]3[CH2:28][CH2:29]3)[cH:21][cH:22][cH:23][cH:24]2)[CH2:5][CH2:6]1>>[N:1]1([C:33]([CH:30]2[CH2:31][CH2:32]2)=[O:34])[CH2:2][CH2:3][CH:4]([NH:7][C:8](=[O:9])[c:10]2[cH:11][nH:12][c:13]3[c:14]2[n:15][cH:16][n:17][c:18]3-[c:19]2[c:20]([O:25][CH2:26][CH:27]3[CH2:28][CH2:29]3)[cH:21][cH:22][cH:23][cH:24]2)[CH2:5][CH2:6]1. Yield: 25.6%. Yields the product FC1=C(N)C=CC(=C1)N1CCN(CC1)C1=NC=CC=C1 (2-fluoro-4-[4-(2-pyridyl)piperazin-1-yl]aniline). RXN SMILES: [F:1][C:2]1[CH:8]=[C:7](I)[CH:6]=[CH:5][C:3]=1[NH2:4].[N:10]1[CH:15]=[CH:14][CH:13]=[CH:12][C:11]=1[N:16]1[CH2:21][CH2:20][NH:19][CH2:18][CH2:17]1.OC1C=CC=C2C=1N=CC=C2.C(=O)([O-])[O-].[K+].[K+].[OH-].[NH4+].C>CS(C)=O.C(OCC)(=O)C>[F:1][C:2]1[CH:8]=[C:7]([N:19]2[CH2:20][CH2:21][N:16]([C:11]3[CH:12]=[CH:13][CH:14]=[CH:15][N:10]=3)[CH2:17][CH2:18]2)[CH:6]=[CH:5][C:3]=1[NH2:4] |f:3.4.5,6.7|. Solvent: CS(=O)C (dimethylsulfoxide), C(C)(=O)OCC (ethyl acetate). Conditions: temperature 142.5 celsius, time 30 minute. Procedure details: 2-Fluoro-4-iodoaniline (750 mg, 3.16 mmol) was added to a suspension of 2-pyridyl-piperazine (568 mg, 3.48 mmol), 8-hydroxyquinoline (68 mg, 0.47 mmol) and potassium carbonate (660 mg, 4.74 mmol) in dimethylsulfoxide (5 mL) under an inert atmosphere. Cuprous iodide (94 mg, 0.47 mmol) was added and the reaction mixture was heated at 140-145° C. for 16 h. The reaction mixture was allowed to cool to ambient temperature and poured into a mixture of ammonium hydroxide, ethyl acetate and charcoal and ... The reactants are FC1=C(N)C=CC(=C1)I (2-Fluoro-4-iodoaniline), N1=C(C=CC=C1)N1CCNCC1 (2-pyridyl-piperazine), OC=1C=CC=C2C=CC=NC12 (8-hydroxyquinoline), C([O-])([O-])=O.[K+].[K+] (potassium carbonate), Cuprous iodide, [OH-].[NH4+] (ammonium hydroxide), C (charcoal). The reactants are [Na+].[Cl-] (NaCl), NC1=NC=CC(=N1)C1=CC(=C(N1)C1=C(C=CC(=C1)Cl)C)C(=O)OCC (ethyl 5-(2-aminopyrimidin-4-yl)-2-(5-chloro-2-methylphenyl)-1H-pyrrole-3-carboxylate), ClCOCC[Si](C)(C)C ((2-Chloromethoxy-ethyl)-trimethyl-silane), [H-].[Na+] (NaH). The solvent is C1CCOC1 (THF). Run at time 2 hour. The product is NC1=NC=CC(=N1)C1=CC(=C(N1COCC[Si](C)(C)C)C1=C(C=CC(=C1)Cl)C)C(=O)OCC (Ethyl 5-(2-aminopyrimidin-4-yl)-2-(5-chloro-2-methylphenyl)-1-{[2-(trimethylsilyl)ethoxy]methyl}-1H-pyrrole-3-carboxylate). Yield: 58.7%. RXN SMILES: [NH2:1][C:2]1[N:7]=[C:6]([C:8]2[NH:12][C:11]([C:13]3[CH:18]=[C:17]([Cl:19])[CH:16]=[CH:15][C:14]=3[CH3:20])=[C:10]([C:21]([O:23][CH2:24][CH3:25])=[O:22])[CH:9]=2)[CH:5]=[CH:4][N:3]=1.[H-].[Na+].Cl[CH2:29][O:30][CH2:31][CH2:32][Si:33]([CH3:36])([CH3:35])[CH3:34].[Na+].[Cl-]>C1COCC1>[NH2:1][C:2]1[N:7]=[C:6]([C:8]2[N:12]([CH2:29][O:30][CH2:31][CH2:32][Si:33]([CH3:36])([CH3:35])[CH3:34])[C:11]([C:13]3[CH:18]=[C:17]([Cl:19])[CH:16]=[CH:15][C:14]=3[CH3:20])=[C:10]([C:21]([O:23][CH2:24][CH3:25])=[O:22])[CH:9]=2)[CH:5]=[CH:4][N:3]=1 |f:1.2,4.5|. Reported procedure: To a solution of ethyl 5-(2-aminopyrimidin-4-yl)-2-(5-chloro-2-methylphenyl)-1H-pyrrole-3-carboxylate (1.0 g, 2.8 mmol) in dry THF (40 mL) cooled to 0° C. NaH 60% (1.342 g, 3.36 mmol) was added portion wise and the reaction mixture stirred for 30 min. (2-Chloromethoxy-ethyl)-trimethyl-silane (0.417 mL, 3.36 mmol) was added drop wise. The reaction mixture was allowed to warm up slowly to room temperature and stirred for 2 h. Saturated aqueous NaCl (30 mL) was added at 0° C. and the mixture was ex...